From a dataset of the Open Reaction Database (ORD), a public repository of structured organic reaction records. describe an organic reaction: reactants, conditions, products, and yield Reactants: ice water, C(CC(=O)O)(=O)O.C(C)C(C(=O)N)CC (diethyl acetamide malonate), [H-].[Na+] (sodium hydride oil dispersion), C(=C)C1=CC=C(C=C1)C(CCCCCCC)=O (4′-Vinyl octanophenone), C(C)O (ethanol). Run in CN(C=O)C (N,N-dimethylformamide). Reaction conditions: time 30 minute. The product is C(C)C(C(=O)N)CC.C(CC(=O)[O-])(=O)OCCC1=CC=C(C=C1)C(CCCCCCC)=O (diethyl acetamide 2-(4-octanoyl phenyl)ethyl malonate). The yield is 78.4%. As a reaction SMILES: [C:1]([OH:7])(=[O:6])[CH2:2][C:3]([OH:5])=[O:4].[CH2:8]([CH:10]([CH2:14][CH3:15])[C:11]([NH2:13])=[O:12])[CH3:9].[H-].[Na+].[CH:18]([C:20]1[CH:25]=[CH:24][C:23]([C:26](=[O:34])[CH2:27][CH2:28][CH2:29][CH2:30][CH2:31][CH2:32][CH3:33])=[CH:22][CH:21]=1)=[CH2:19].C(O)C>CN(C)C=O>[CH2:8]([CH:10]([CH2:14][CH3:15])[C:11]([NH2:13])=[O:12])[CH3:9].[C:1]([O:7][CH2:19][CH2:18][C:20]1[CH:25]=[CH:24][C:23]([C:26](=[O:34])[CH2:27][CH2:28][CH2:29][CH2:30][CH2:31][CH2:32][CH3:33])=[CH:22][CH:21]=1)(=[O:6])[CH2:2][C:3]([O-:5])=[O:4] |f:0.1,2.3,7.8|. Procedure: 4′-(2-Iodoethyl)octanophenone prepared (5 g) in the step D-3 was dissolved in anhydrous N,N-dimethylformamide (15 ml) to obtain 4′-(2-iodoethyl)octanophenone solution. Diethyl acetamide malonate (9.09 g) was dissolved in anhydrous N,N-dimethylformamide (30 ml) to obtain a solution to which 60% sodium hydride oil dispersion (1.23 g) was added with cooling. The solution was stirred under atmosphere of nitrogen for 1 hour. 4′-(2-Iodoethyl)octanophenone solution was added to the solution, and the so...